Dataset: the Open Reaction Database (ORD), a public repository of structured organic reaction records. Task: describe an organic reaction: reactants, conditions, products, and yield The reactants are CC1C(c2ccccc2)OC(=O)N1Cc1cc(F)ccc1Br, COC(=O)Cc1ccc(OC)c(B2OC(C)(C)C(C)(C)O2)c1. The product is COC(=O)Cc1ccc(OC)c(-c2ccc(F)cc2CN2C(=O)OC(c3ccccc3)C2C)c1. As a reaction SMILES: [Br:1][c:2]1[c:3]([CH2:4][N:5]2[C:6](=[O:17])[O:7][CH:8]([c:11]3[cH:12][cH:13][cH:14][cH:15][cH:16]3)[CH:9]2[CH3:10])[cH:18][c:19]([F:22])[cH:20][cH:21]1.[CH3:23][O:24][C:25]([CH2:26][c:27]1[cH:28][c:29]([B:35]2[O:36][C:37]([CH3:38])([CH3:39])[C:40]([CH3:41])([CH3:42])[O:43]2)[c:30]([O:33][CH3:34])[cH:31][cH:32]1)=[O:44]>>[c:2]1(-[c:29]2[cH:28][c:27]([CH2:26][C:25]([O:24][CH3:23])=[O:44])[cH:32][cH:31][c:30]2[O:33][CH3:34])[c:3]([CH2:4][N:5]2[C:6](=[O:17])[O:7][CH:8]([c:11]3[cH:12][cH:13][cH:14][cH:15][cH:16]3)[CH:9]2[CH3:10])[cH:18][c:19]([F:22])[cH:20][cH:21]1.